describe an organic reaction: reactants, conditions, products, and yield From a dataset of the Open Reaction Database (ORD), a public repository of structured organic reaction records. Starting materials: C1CCOC1, CC(=O)OC(C)=O, O=CO, CCc1nc2cc(NS(C)(=O)=O)c(Cl)cc2n1-c1ccc(CCNC(=O)NS(=O)(=O)c2ccc(C)cc2)cc1. Yields the product CCc1nc2cc(NC)c(Cl)cc2n1-c1ccc(CCNC(=O)NS(=O)(=O)c2ccc(C)cc2)cc1. RXN SMILES: [CH2:50]1[O:51][CH2:52][CH2:53][CH2:54]1.[CH3:1][C:2]([O:3][C:4](=[O:5])[CH3:6])=[O:7].[CH:8]([OH:9])=[O:10].[Cl:11][c:12]1[c:13]([NH:45][S:46]([CH3:47])(=[O:48])=[O:49])[cH:14][c:15]2[c:16]([n:17](-[c:22]3[cH:23][cH:24][c:25]([CH2:28][CH2:29][NH:30][C:31](=[O:32])[NH:33][S:34](=[O:35])(=[O:36])[c:37]4[cH:38][cH:39][c:40]([CH3:43])[cH:41][cH:42]4)[cH:26][cH:27]3)[c:18]([CH2:20][CH3:21])[n:19]2)[cH:44]1>>[CH3:1][NH:45][c:13]1[c:12]([Cl:11])[cH:44][c:16]2[c:15]([cH:14]1)[n:19][c:18]([CH2:20][CH3:21])[n:17]2-[c:22]1[cH:23][cH:24][c:25]([CH2:28][CH2:29][NH:30][C:31](=[O:32])[NH:33][S:34](=[O:35])(=[O:36])[c:37]2[cH:38][cH:39][c:40]([CH3:43])[cH:41][cH:42]2)[cH:26][cH:27]1. Starting materials: O=Cc1cc(C(=O)CBr)ccc1O, CC(C)(C)N, CC(C)O. Yields the product CC(C)(C)N=Cc1cc(C(=O)CBr)ccc1O. RXN SMILES: [Br:1][CH2:2][C:3](=[O:4])[c:5]1[cH:6][cH:7][c:8]([OH:13])[c:9]([CH:10]=[O:11])[cH:12]1.[CH3:14][C:15]([CH3:16])([NH2:17])[CH3:18].[CH3:19][CH:20]([OH:21])[CH3:22]>>[Br:1][CH2:2][C:3](=[O:4])[c:5]1[cH:6][cH:7][c:8]([OH:13])[c:9]([CH:10]=[N:17][C:15]([CH3:14])([CH3:16])[CH3:18])[cH:12]1.